Dataset: the Open Reaction Database (ORD), a public repository of structured organic reaction records. Task: describe an organic reaction: reactants, conditions, products, and yield Reactants: CC(c1cccc(C(=O)c2ccccc2)c1)c1nc(N(C)C)no1, CO. The product is CC(c1cccc(C(O)c2ccccc2)c1)c1nc(N(C)C)no1. As a reaction SMILES: [CH3:1][N:2]([c:3]1[n:4][o:5][c:6]([CH:8]([CH3:9])[c:10]2[cH:11][c:12]([C:16]([c:17]3[cH:18][cH:19][cH:20][cH:21][cH:22]3)=[O:23])[cH:13][cH:14][cH:15]2)[n:7]1)[CH3:24].[CH3:25][OH:26]>>[CH3:1][N:2]([c:3]1[n:4][o:5][c:6]([CH:8]([CH3:9])[c:10]2[cH:11][c:12]([CH:16]([c:17]3[cH:18][cH:19][cH:20][cH:21][cH:22]3)[OH:23])[cH:13][cH:14][cH:15]2)[n:7]1)[CH3:24].